Dataset: the Open Reaction Database (ORD), a public repository of structured organic reaction records. Task: describe an organic reaction: reactants, conditions, products, and yield Starting materials: CC(C)(C(=O)O)c1ccc(Cl)cc1, ClC(Cl)Cl, Cl, CC(C)C(=O)Nc1cccc(C2CCN(CCCN)CC2)c1. Yields the product CC(C)C(=O)Nc1cccc(C2CCN(CCCNC(=O)C(C)(C)c3ccc(Cl)cc3)CC2)c1. Reaction SMILES: [Cl:1][c:2]1[cH:3][cH:4][c:5]([C:8]([C:9](=[O:10])[OH:11])([CH3:12])[CH3:13])[cH:6][cH:7]1.[Cl:37][CH:38]([Cl:39])[Cl:40].[ClH:36].[NH2:14][CH2:15][CH2:16][CH2:17][N:18]1[CH2:19][CH2:20][CH:21]([c:24]2[cH:25][c:26]([NH:30][C:31]([CH:32]([CH3:33])[CH3:34])=[O:35])[cH:27][cH:28][cH:29]2)[CH2:22][CH2:23]1>>[Cl:1][c:2]1[cH:3][cH:4][c:5]([C:8]([C:9](=[O:11])[NH:14][CH2:15][CH2:16][CH2:17][N:18]2[CH2:19][CH2:20][CH:21]([c:24]3[cH:25][c:26]([NH:30][C:31]([CH:32]([CH3:33])[CH3:34])=[O:35])[cH:27][cH:28][cH:29]3)[CH2:22][CH2:23]2)([CH3:12])[CH3:13])[cH:6][cH:7]1. The reactants are [BH4-] (borohydride), Cl.ClC1=CC=C2CCC(C(C2=C1)=O)CN1CCC2(C(NCN2C2=CC=CC=C2)=O)CC1 (8-[(7-chloro-1,2,3,4-tetrahydro-1-oxo-2-naphthalenyl)methyl]-1-phenyl-1,3,8-triazaspiro[4.5]decan-4-one, hydrochloride), [BH4-].[Na+] (sodium borohydride). Run in O (water), CO (methanol), O (water). Run at time 16 hour. Yields the product ClC1=CC=C2CC[C@H]([C@@H](C2=C1)O)CN1CCC2(C(NCN2C2=CC=CC=C2)=O)CC1 (trans-8-[(7-Chloro-1,2,3,4-tetrahydro-1-hydroxy-2-naphthalenyl)-methyl]-1-phenyl-1,3,8-triazaspiro[4.5]decan-4-one). Isolated yield 76.9%. As a reaction SMILES: Cl.[Cl:2][C:3]1[CH:12]=[C:11]2[C:6]([CH2:7][CH2:8][CH:9]([CH2:14][N:15]3[CH2:31][CH2:30][C:18]4([N:22]([C:23]5[CH:28]=[CH:27][CH:26]=[CH:25][CH:24]=5)[CH2:21][NH:20][C:19]4=[O:29])[CH2:17][CH2:16]3)[C:10]2=[O:13])=[CH:5][CH:4]=1.[BH4-].[Na+].[BH4-]>CO.O>[Cl:2][C:3]1[CH:12]=[C:11]2[C:6]([CH2:7][CH2:8][C@@H:9]([CH2:14][N:15]3[CH2:31][CH2:30][C:18]4([N:22]([C:23]5[CH:28]=[CH:27][CH:26]=[CH:25][CH:24]=5)[CH2:21][NH:20][C:19]4=[O:29])[CH2:17][CH2:16]3)[C@@H:10]2[OH:13])=[CH:5][CH:4]=1 |f:0.1,2.3|. Procedure: A slurry of 8-[(7-chloro-1,2,3,4-tetrahydro-1-oxo-2-naphthalenyl)methyl]-1-phenyl-1,3,8-triazaspiro[4.5]decan-4-one, hydrochloride (1:1) (9.0 g, see example 189) in 200 ml of methanol is treated with a solution of 3.7 g of sodium borohydride in 25 ml of water. The soldium borohydride solution is added dropwise with ice cooling. The resulting mixture is stirred for 16 hours under nitrogen at room temperature. The reaction mixture is diluted with water and extracted with methylene chloride. Concen... The reactants are CC(=O)OCCCBr, N#Cc1cc2cccc(O)c2oc1=O, CN(C)C=O, [H-], [Na+], O. Yields the product CC(=O)OCCCOc1cccc2cc(C#N)c(=O)oc12. RXN SMILES: [C:22]([CH3:23])(=[O:24])[O:25][CH2:26][CH2:27][CH2:28][Br:29].[C:6](#[N:7])[c:8]1[c:9](=[O:19])[o:10][c:11]2[c:12]([OH:18])[cH:13][cH:14][cH:15][c:16]2[cH:17]1.[CH3:1][N:2]([CH3:3])[CH:4]=[O:5].[H-:20].[Na+:21].[OH2:30]>>[C:6](#[N:7])[c:8]1[c:9](=[O:19])[o:10][c:11]2[c:12]([O:18][CH2:28][CH2:27][CH2:26][O:25][C:22]([CH3:23])=[O:24])[cH:13][cH:14][cH:15][c:16]2[cH:17]1. Reactants: N(=O)[O-].[Na+] (sodium nitrite), ice, FC1=C(N)C=C(C(=C1)C)OC(=O)OC (2-fluoro-5-methoxycarbonyloxy-4-methylaniline). The reagents and catalysts are [Cu]=O (copper(II)oxide), O.O.O.[N+](=O)([O-])[O-].[Cu+2].[N+](=O)([O-])[O-] (copper(II)nitrate trihydrate). The solvent is O (water), S(O)(O)(=O)=O (sulphuric acid), O (water). Run at temperature 0 celsius, time 30 minute. The product is FC1=C(C=C(C(=C1)C)OC(=O)OC)O (2-fluoro-5-methoxycarbonyloxy-4-methylphenol). Yield: 53.2%. As a reaction SMILES: N([O-])=[O:2].[Na+].[F:5][C:6]1[CH:12]=[C:11]([CH3:13])[C:10]([O:14][C:15]([O:17][CH3:18])=[O:16])=[CH:9][C:7]=1N>O.S(=O)(=O)(O)O.O.O.O.[N+]([O-])([O-])=O.[Cu+2].[N+]([O-])([O-])=O.[Cu]=O>[F:5][C:6]1[CH:12]=[C:11]([CH3:13])[C:10]([O:14][C:15]([O:17][CH3:18])=[O:16])=[CH:9][C:7]=1[OH:2] |f:0.1,5.6.7.8.9.10|. Procedure: A solution of sodium nitrite (1.63 g, 23 mmol) in water (19 ml) and ice (48 g) was added dropwsie to a solution of 2-fluoro-5-methoxycarbonyloxy-4-methylaniline (3.93 g, 20 mmol) in 35% sulphuric acid (48 ml) at 0° C. The reaction mixture was stirred at 0° C. for 30 minutes and a solution of copper(II)nitrate trihydrate (467 g, 1.93 mol) in water (780 ml) followed by copper(II)oxide (2.65 g, 18 mmol) were added. The solution was extracted with ethyl acetate, the organic layer was washed with bri...